Dataset: the Open Reaction Database (ORD), a public repository of structured organic reaction records. Task: describe an organic reaction: reactants, conditions, products, and yield The reactants are OC1=CC=CC2=C1N=C(O2)N (4-hydroxy-2-amino-1,3-benzoxazol), C1(OCCO1)=O (ethylene carbonate). Yields the product OCCOC1=CC=CC2=C1N=C(O2)N (4-(2-Hydroxyethoxy)-2-amino-1,3-benzoxazol). The yield is 46.0%. As a reaction SMILES: [OH:1][C:2]1[C:7]2[N:8]=[C:9]([NH2:11])[O:10][C:6]=2[CH:5]=[CH:4][CH:3]=1.C1(=O)O[CH2:15][CH2:14][O:13]1>>[OH:13][CH2:14][CH2:15][O:1][C:2]1[C:7]2[N:8]=[C:9]([NH2:11])[O:10][C:6]=2[CH:5]=[CH:4][CH:3]=1. Procedure details: The title compound was prepared according to the procedure of Example 91, Step 1, starting from 4-hydroxy-2-amino-1,3-benzoxazol* (0,97 g, 6.5 mmol) and ethylene carbonate (0.63 g, 7.1 mmol). Solid; yield 46%; mp 124-126° C. Anal. (C9H10N2O3) C, H, N. Starting materials: S(=O)(=O)([O-])[O-].[Na+].[Na+] (sodium sulfate), C(CCCCCCCCCCC)N1C(CCCCC1)=O (1-dodecylazacycloheptan-2-one), [H-].[Al+3].[Li+].[H-].[H-].[H-] (lithium aluminum hydride). Run in C(C)OCC (diethyl ether), C(C)OCC (diethyl ether). Conditions: time 5 hour. Product: C(CCCCCCCCCCC)N1CCCCCC1 (1-n-dodecylazacycloheptane). Isolated yield 93.5%. RXN SMILES: [CH2:1]([N:13]1[CH2:19][CH2:18][CH2:17][CH2:16][CH2:15][C:14]1=O)[CH2:2][CH2:3][CH2:4][CH2:5][CH2:6][CH2:7][CH2:8][CH2:9][CH2:10][CH2:11][CH3:12].[H-].[Al+3].[Li+].[H-].[H-].[H-].S([O-])([O-])(=O)=O.[Na+].[Na+]>C(OCC)C>[CH2:1]([N:13]1[CH2:14][CH2:15][CH2:16][CH2:17][CH2:18][CH2:19]1)[CH2:2][CH2:3][CH2:4][CH2:5][CH2:6][CH2:7][CH2:8][CH2:9][CH2:10][CH2:11][CH3:12] |f:1.2.3.4.5.6,7.8.9|. Procedure: 56.2g (0.2 mol) of 1-dodecylazacycloheptan-2-one in 100ml diethyl ether was added dropwise to a suspension of 7.6g (0.2 mol) lithium aluminum hydride in 100ml diethyl ether under argon at room temperature. After 5 hours of stirring, 20ml saturated sodium sulfate was added dropwise. The mixture was filtered and the filtrate was dried with magnesium sulfate, filtered and concentrated. The resulting oil was distilled (130°/0.03 mm) to yield 50.03g (93.5%) of 1-n-dodecylazacycloheptane. Reactants: CNCCO (N-methylethanolamine), [H-].[Na+] (sodium hydride), CCN(C(C)C)C(C)C (DIPEA), FC1=C(C(=O)Cl)C=CC(=C1F)F (2,3,4-trifluorobenzoyl chloride). Run in O (Water), C(Cl)Cl (DCM), CO (methanol). Reaction conditions: time 20 hour. Product: FC1=C(C2=C(C(N(CCO2)C)=O)C=C1)F (8,9-Difluoro-4-methyl-3,4-dihydro-1,4-benzoxazepin-5(2H)-one). The yield is 21.1%. RXN SMILES: CCN(C(C)C)C(C)C.F[C:11]1[C:19]([F:20])=[C:18]([F:21])[CH:17]=[CH:16][C:12]=1[C:13](Cl)=[O:14].[CH3:22][NH:23][CH2:24][CH2:25][OH:26].[H-].[Na+]>C(Cl)Cl.CO.O>[F:21][C:18]1[CH:17]=[CH:16][C:12]2[C:13](=[O:14])[N:23]([CH3:22])[CH2:24][CH2:25][O:26][C:11]=2[C:19]=1[F:20] |f:3.4|. Procedure details: DIPEA (0.68 mL, 3.9 mmol) was added to a solution of 2,3,4-trifluorobenzoyl chloride (500 mg, 2.6 mmol) in DCM (5 mL) followed by the addition of N-methylethanolamine (0.31 mL, 3.9 mmol). The mixture was stirred for 20 hours. The solution was diluted with methanol (10 mL) and passed through an ISOLUTE® SCX-2 SPE column. The solution was evaporated. The residue was dissolved in DMF and sodium hydride (60% dispersion in mineral oil, 0.11 g, 2.7 mmol) was added portionwise over 5 minutes. The resul... Reactants: FC(C1=C(C=CC(=C1)Cl)NN)(F)F (2-(trifluoromethyl)-4-chlorophenylhydrazine), C(C)OC=C(C(=O)OCC)C#N (ethyl (ethoxymethylene)cyanoacetate), O (water). The solvent is C(C)(=O)O (acetic acid). Product: NC1=C(C=NN1C1=C(C=C(C=C1)Cl)C(F)(F)F)C(=O)OCC (5-amino-1-[2-(trifluoromethyl)-4-chlorophenyl]-1H-pyrazole-4-carboxylic acid, ethyl ester). Yield: 85.9%. Reaction SMILES: [F:1][C:2]([F:13])([F:12])[C:3]1[CH:8]=[C:7]([Cl:9])[CH:6]=[CH:5][C:4]=1[NH:10][NH2:11].C(O[CH:17]=[C:18]([C:24]#[N:25])[C:19]([O:21][CH2:22][CH3:23])=[O:20])C.O>C(O)(=O)C>[NH2:25][C:24]1[N:10]([C:4]2[CH:5]=[CH:6][C:7]([Cl:9])=[CH:8][C:3]=2[C:2]([F:1])([F:12])[F:13])[N:11]=[CH:17][C:18]=1[C:19]([O:21][CH2:22][CH3:23])=[O:20]. Procedure details: A solution of 31.58 g of 2-(trifluoromethyl)-4-chlorophenylhydrazine and 27.92 g of ethyl (ethoxymethylene)cyanoacetate dissolved in 225 ml of acetic acid and 75 ml of water was heated on a steam bath for approximately 16 hours. The reaction mixture was cooled to room temperature and placed in the refrigerator. The precipitated solid was collected by filtrate to provide 43 g of 5-amino-1-[2-(trifluoromethyl)-4-chlorophenyl]-1H-pyrazole-4-carboxylic acid, ethyl ester. mp=114°-116° C. Reactants: [Mg+]C1CCCC1, [Cl-], O=C(OC1CN2CCC1CC2)C(=O)c1cccs1. Product: O=C(OC1CN2CCC1CC2)C(O)(c1cccs1)C1CCCC1. As a reaction SMILES: [CH:20]1([Mg+:25])[CH2:21][CH2:22][CH2:23][CH2:24]1.[Cl-:19].[N:1]12[CH2:2][CH:3]([O:9][C:10]([C:11]([c:12]3[s:13][cH:14][cH:15][cH:16]3)=[O:17])=[O:18])[CH:4]([CH2:5][CH2:6]1)[CH2:7][CH2:8]2>>[N:1]12[CH2:2][CH:3]([O:9][C:10]([C:11]([c:12]3[s:13][cH:14][cH:15][cH:16]3)([OH:17])[CH:20]3[CH2:21][CH2:22][CH2:23][CH2:24]3)=[O:18])[CH:4]([CH2:5][CH2:6]1)[CH2:7][CH2:8]2. The reactants are [H-].[Na+] (sodium hydride), C1OC=2C=C3C(=NC(NC3=CC2OC1)=O)C1=CC=CC=C1 (6,7-ethylenedioxy-4-phenylquinazolin-2(1H)-one), IC(C)C (2-Iodopropane). The solvent is CN(C)C=O (DMF), CN(C)C=O (DMF). Run at time 15 minute. The product is title compound, C1OC=2C=C3C(=NC(=NC3=CC2OC1)OC(C)C)C1=CC=CC=C1 (6,7-ethylenedioxy-2-isopropoxy-4-phenylquinazolin). The yield is 81.9%. As a reaction SMILES: [H-].[Na+].[CH2:3]1[CH2:16][O:15][C:14]2[CH:13]=[C:12]3[C:7]([C:8]([C:18]4[CH:23]=[CH:22][CH:21]=[CH:20][CH:19]=4)=[N:9][C:10](=[O:17])[NH:11]3)=[CH:6][C:5]=2[O:4]1.I[CH:25]([CH3:27])[CH3:26]>CN(C=O)C>[CH2:3]1[CH2:16][O:15][C:14]2[CH:13]=[C:12]3[C:7]([C:8]([C:18]4[CH:23]=[CH:22][CH:21]=[CH:20][CH:19]=4)=[N:9][C:10]([O:17][CH:25]([CH3:27])[CH3:26])=[N:11]3)=[CH:6][C:5]=2[O:4]1 |f:0.1|. Procedure details: To a suspension of sodium hydride (60% dispersion, 44 mg, 1.07 mmol) in 1 mL of DMF was added a suspension of 6,7-ethylenedioxy-4-phenylquinazolin-2(1H)-one (100 mg, 0.36 mmol) in 4 mL of DMF and stirred at rt for 15 min. 2-Iodopropane (150 μL, 1.45 mmol) was then added and the mixture was heated to ˜60-70° C. for 1.5 h. Excess sodium hydride was quenched with water and the solution extracted with 25 mL of 9:1 EtOAc:hexane. The extract was washed with 2×25 mL water and brine, then dried with MgS...